From a dataset of the Open Reaction Database (ORD), a public repository of structured organic reaction records. describe an organic reaction: reactants, conditions, products, and yield The reactants are COC([C@@H](NC(=O)OCC1=CC=CC=C1)CC(C)C)=O ((S)--N--(benzyloxycarbonyl)leucine methyl ester), [H-].C(C(C)C)[Al+]CC(C)C (di-iso-butylaluminium hydride), C(=O)(O)C(O)C(O)C(=O)[O-].[K+] (potassium hydrogen tartrate), CO (methanol). Solvent: C1(=CC=CC=C1)C (toluene), C1(=CC=CC=C1)C (toluene). Run at time 1 hour. Yields the product C(C1=CC=CC=C1)OC(=O)N[C@@H](CC(C)C)C=O ((S)--N--(Benzyloxycarbonyl)leucinal). RXN SMILES: C[O:2][C:3](=O)[C@H:4]([CH2:16][CH:17]([CH3:19])[CH3:18])[NH:5][C:6]([O:8][CH2:9][C:10]1[CH:15]=[CH:14][CH:13]=[CH:12][CH:11]=1)=[O:7].[H-].C([Al+]CC(C)C)C(C)C.CO.C(C(C(C([O-])=O)O)O)(O)=O.[K+]>C1(C)C=CC=CC=1>[CH2:9]([O:8][C:6]([NH:5][C@H:4]([CH:3]=[O:2])[CH2:16][CH:17]([CH3:18])[CH3:19])=[O:7])[C:10]1[CH:15]=[CH:14][CH:13]=[CH:12][CH:11]=1 |f:1.2,4.5|. Procedure details: A solution of (S)--N--(benzyloxycarbonyl)leucine methyl ester (8.22 g, 29.4 mmol) in dry toluene (80 ml) was treated dropwise at -78° C. with a solution of di-iso-butylaluminium hydride (1.0 M, 74 ml, 74 mmol) in toluene. The solution was stirred at -78° C. for 30 min. before methanol (3.5 ml) was added to quench the reaction. The cold mixture was then added to a stirred aqueous solution of potassium hydrogen tartrate (200 ml). After further stirring for 1 hour the mixture was extracted with eth... The reactants are FC(C1=CC=C(C=N1)NC1=NC=NC2=C(C=CC=C12)N)(F)F (N4-(6-(trifluoromethyl)pyridin-3-yl)quinazoline-4,8-diamine), CCN(C(C)C)C(C)C (DIPEA), ClC1=CC=C(C(=C1C(=O)O)F)CNC(C(C)(C)C)=O (6-chloro-2-fluoro-3-(pivalamidomethyl)benzoic acid), C(C(=O)Cl)(=O)Cl (oxalyl chloride). The reagents and catalysts are CN(C)C=O (DMF). Run in C(Cl)Cl (CH2Cl2). Yields the product ClC1=CC=C(C(=C1C(=O)NC=1C=CC=C2C(=NC=NC12)NC=1C=NC(=CC1)C(F)(F)F)F)CNC(C(C)(C)C)=O (6-Chloro-2-fluoro-3-(pivalamidomethyl)-N-(4-((6-(trifluoromethyl)pyridin-3-yl)amino)quinazolin-8-yl)benzamide). Yield: 8.9%. RXN SMILES: [F:1][C:2]([F:22])([F:21])[C:3]1[N:8]=[CH:7][C:6]([NH:9][C:10]2[C:19]3[C:14](=[C:15]([NH2:20])[CH:16]=[CH:17][CH:18]=3)[N:13]=[CH:12][N:11]=2)=[CH:5][CH:4]=1.[Cl:23][C:24]1[C:29]([C:30](O)=[O:31])=[C:28]([F:33])[C:27]([CH2:34][NH:35][C:36](=[O:41])[C:37]([CH3:40])([CH3:39])[CH3:38])=[CH:26][CH:25]=1.C(Cl)(=O)C(Cl)=O.CCN(C(C)C)C(C)C>CN(C=O)C.C(Cl)Cl>[Cl:23][C:24]1[C:29]([C:30]([NH:20][C:15]2[CH:16]=[CH:17][CH:18]=[C:19]3[C:14]=2[N:13]=[CH:12][N:11]=[C:10]3[NH:9][C:6]2[CH:7]=[N:8][C:3]([C:2]([F:1])([F:21])[F:22])=[CH:4][CH:5]=2)=[O:31])=[C:28]([F:33])[C:27]([CH2:34][NH:35][C:36](=[O:41])[C:37]([CH3:39])([CH3:38])[CH3:40])=[CH:26][CH:25]=1. Reported procedure: The title compound was prepared following the procedure described in Example-1 using N4-(6-(trifluoromethyl)pyridin-3-yl)quinazoline-4,8-diamine (Intermediate-24, 150 mg, 0.49 mmol), 6-chloro-2-fluoro-3-(pivalamidomethyl)benzoic acid (Intermediate-2, 170 mg, 0.59 mmol), oxalyl chloride (112 mg, 0.89 mmol), DMF (1 drop) and DIPEA (190 mg, 1.47 mmol) in CH2Cl2 (5 mL) to afford 25 mg of the title product. 1H NMR (300 MHz, DMSO-d6): δ 10.68 (s, 1H), 10.36 (s, 1H), 9.23 (s, 1H), 8.83-8.80 (d, J=7.8 H... The reactants are C(C1=CC=CC=C1)N1C2C(OCC1)CN(C2)C(=O)OC(C)(C)C (tert-butyl 4-benzylhexahydropyrrolo[3,4-b][1,4]oxazine-6(2H)-carboxylate), C=O (formaldehyde), NaB(OCOCH3)3H. The reagents and catalysts are [OH-].[OH-].[Pd+2] (Pd(OH)2/C). Run in CCO (EtOH), CC#N (CH3CN). Reaction conditions: time 6 hour. Product: C(C)(C)(C)OC(=O)N1CC2OCCN(C2C1)C (tert-butyl4-methylhexahydropyrrolo[3,4-b][1,4]oxazine-6(2H)-carboxylate). Isolated yield 43.4%. RXN SMILES: [CH2:1]([N:8]1[CH2:13][CH2:12][O:11][CH:10]2[CH2:14][N:15]([C:17]([O:19][C:20]([CH3:23])([CH3:22])[CH3:21])=[O:18])[CH2:16][CH:9]12)C1C=CC=CC=1.C=O>CCO.CC#N.[OH-].[OH-].[Pd+2]>[C:20]([O:19][C:17]([N:15]1[CH2:16][CH:9]2[CH:10]([O:11][CH2:12][CH2:13][N:8]2[CH3:1])[CH2:14]1)=[O:18])([CH3:23])([CH3:22])[CH3:21] |f:4.5.6|. Procedure details: To a solution of tert-butyl 4-benzylhexahydropyrrolo[3,4-b][1,4]oxazine-6(2H)-carboxylate (1.00 g) in EtOH (20 mL) was added 20% Pd(OH)2/C (0.30 g). The reaction mixture was heated to reflux for 8 h and filtered. The filtrate was evaporated in vacuo. To a solution of the residue in CH3CN (30 mL) was added formaldehyde aqueous solution (15 eq) and NaB(OCOCH3)3H (2.5 eq). The mixture was stirred at room temperature for 6 h under N2. The solvent of the mixture was removed under reduce vacuum pressu... Reactants: NC=1C=C(C=CC1)C1=NN2C(C=C(C=C2)CO)=C1C1=NC=NC=C1 ([2-(3-aminophenyl)-3-(4-pyrimidinyl)pyrazolo[1,5-a]pyridin-5-yl]methanol), C(C1=CC=CC=C1)(=O)Cl (benzoyl chloride). The solvent is C(Cl)Cl (DCM). Conditions: time 8 hour. The product is OCC1=CC=2N(C=C1)N=C(C2C2=NC=NC=C2)C=2C=C(C=CC2)NC(C2=CC=CC=C2)=O (N-{3-[5-(Hydroxymethyl)-3-(4-pyrimidinyl)pyrazolo[1,5-a]pyridin-2-yl]phenyl}benzamide), solid. Reaction SMILES: [NH2:1][C:2]1[CH:3]=[C:4]([C:8]2[C:18]([C:19]3[CH:24]=[CH:23][N:22]=[CH:21][N:20]=3)=[C:11]3[CH:12]=[C:13]([CH2:16][OH:17])[CH:14]=[CH:15][N:10]3[N:9]=2)[CH:5]=[CH:6][CH:7]=1.[C:25](Cl)(=[O:32])[C:26]1[CH:31]=[CH:30][CH:29]=[CH:28][CH:27]=1>C(Cl)Cl>[OH:17][CH2:16][C:13]1[CH:14]=[CH:15][N:10]2[N:9]=[C:8]([C:4]3[CH:3]=[C:2]([NH:1][C:25](=[O:32])[C:26]4[CH:31]=[CH:30][CH:29]=[CH:28][CH:27]=4)[CH:7]=[CH:6][CH:5]=3)[C:18]([C:19]3[CH:24]=[CH:23][N:22]=[CH:21][N:20]=3)=[C:11]2[CH:12]=1. Procedure: To a suspension of [2-(3-aminophenyl)-3-(4-pyrimidinyl)pyrazolo[1,5-a]pyridin-5-yl]methanol (600 mg, 1.90 mmol) in DCM (60 mL), benzoyl chloride (0.440 mL, 3.79 mmol) was added dropwise at rt. The mixture was stirred for overnight. The reaction mixture was quenched to add MeOH, then the solvent was evaporated under reduced pressure. The residue was recrystallized from DCM (excess) and small amount of acetone. The title compound was obtained as yellow solid (820 mg). Reactants: CCOC(=O)c1cnc(NC(=O)C(CC2CCCC2)c2ccc(S(C)(=O)=O)cc2)s1, CCO, [Li+], [OH-], O. Yields the product CS(=O)(=O)c1ccc(C(CC2CCCC2)C(=O)Nc2ncc(C(=O)O)s2)cc1. RXN SMILES: [CH2:1]([CH3:2])[O:3][C:4](=[O:5])[c:6]1[cH:7][n:8][c:9]([NH:11][C:12]([CH:13]([CH2:14][CH:15]2[CH2:16][CH2:17][CH2:18][CH2:19]2)[c:20]2[cH:21][cH:22][c:23]([S:26](=[O:27])(=[O:28])[CH3:29])[cH:24][cH:25]2)=[O:30])[s:10]1.[CH3:33][CH2:34][OH:35].[Li+:31].[OH-:32].[OH2:36]>>[O:3]=[C:4]([OH:5])[c:6]1[cH:7][n:8][c:9]([NH:11][C:12]([CH:13]([CH2:14][CH:15]2[CH2:16][CH2:17][CH2:18][CH2:19]2)[c:20]2[cH:21][cH:22][c:23]([S:26](=[O:27])(=[O:28])[CH3:29])[cH:24][cH:25]2)=[O:30])[s:10]1. The reactants are FC(F)(F)C(F)(F)C(F)(F)I, [H-], [Na+], CN(C)C=O, Sc1ccccc1-c1ccccc1. The product is FC(F)(F)C(F)(F)C(F)(F)Sc1ccccc1-c1ccccc1. As a reaction SMILES: [F:16][C:17]([C:18]([C:19]([F:20])([F:21])[F:22])([F:23])[F:24])([F:25])[I:26].[H-:14].[Na+:15].[O:27]=[CH:28][N:29]([CH3:30])[CH3:31].[SH:1][c:2]1[c:3](-[c:8]2[cH:9][cH:10][cH:11][cH:12][cH:13]2)[cH:4][cH:5][cH:6][cH:7]1>>[S:1]([c:2]1[c:3](-[c:8]2[cH:9][cH:10][cH:11][cH:12][cH:13]2)[cH:4][cH:5][cH:6][cH:7]1)[C:17]([F:16])([C:18]([C:19]([F:20])([F:21])[F:22])([F:23])[F:24])[F:25]. Reactants: ClCC=1SC=C(N1)C(=O)Cl (2-(chloromethyl)-1,3-thiazole-4-carbonyl chloride), C([O-])(O)=O.[Na+] (sodium bicarbonate), NC1=C2C=NN(C2=CC(=C1)C=1C=C(C(=NC1)OC)NS(=O)(=O)C)S(=O)(=O)C1=CC=CC=C1 (N-[5-[4-Amino-1-(phenylsulfonyl)-1H-indazol-6-yl]-2-(methyloxy)-3-pyridinyl]methanesulfonamide), N1=CC=CC=C1 (pyridine). Run in C(Cl)Cl (DCM), C(Cl)Cl (DCM). Run at temperature 0 celsius, time 30 minute. Product: ClCC=1SC=C(N1)C(=O)NC1=C2C=NN(C2=CC(=C1)C=1C=NC(=C(C1)NS(=O)(=O)C)OC)S(=O)(=O)C1=CC=CC=C1 (2-(Chloromethyl)-N-[6-{6-(methyloxy)-5-[(methylsulfonyl)amino]-3-pyridinyl}-1-(phenylsulfonyl)-1H-indazol-4-yl]-1,3-thiazole-4-carboxamide). The yield is 74.5%. As a reaction SMILES: [NH2:1][C:2]1[CH:10]=[C:9]([C:11]2[CH:12]=[C:13]([NH:19][S:20]([CH3:23])(=[O:22])=[O:21])[C:14]([O:17][CH3:18])=[N:15][CH:16]=2)[CH:8]=[C:7]2[C:3]=1[CH:4]=[N:5][N:6]2[S:24]([C:27]1[CH:32]=[CH:31][CH:30]=[CH:29][CH:28]=1)(=[O:26])=[O:25].N1C=CC=CC=1.[Cl:39][CH2:40][C:41]1[S:42][CH:43]=[C:44]([C:46](Cl)=[O:47])[N:45]=1.C(=O)(O)[O-].[Na+]>C(Cl)Cl>[Cl:39][CH2:40][C:41]1[S:42][CH:43]=[C:44]([C:46]([NH:1][C:2]2[CH:10]=[C:9]([C:11]3[CH:16]=[N:15][C:14]([O:17][CH3:18])=[C:13]([NH:19][S:20]([CH3:23])(=[O:22])=[O:21])[CH:12]=3)[CH:8]=[C:7]3[C:3]=2[CH:4]=[N:5][N:6]3[S:24]([C:27]2[CH:32]=[CH:31][CH:30]=[CH:29][CH:28]=2)(=[O:26])=[O:25])=[O:47])[N:45]=1 |f:3.4|. Procedure: N-[5-[4-Amino-1-(phenylsulfonyl)-1H-indazol-6-yl]-2-(methyloxy)-3-pyridinyl]methanesulfonamide (700 mg, 1.478 mmol) was dissolved in DCM (30 ml) and cooled to 0° C. before pyridine (0.179 ml, 2.217 mmol) was added. To this mixture was added 2-(chloromethyl)-1,3-thiazole-4-carbonyl chloride (290 mg, 1.478 mmol) as a solution in DCM (10 ml) dropwise over 15 mins. The mixture was stirred at 0° C. for 30 min. Saturated aqueous sodium bicarbonate solution (20 ml) was added to the mixture and it was s... Reactants: O(C1=CC=CC=C1)C(C(=O)O)CCC ((2RS)-2-phenoxyvaleric acid), [Si](C)(C)(C(C)(C)C)O[C@@H]1C=C2C=C[C@@H]([C@@H]([C@H]2[C@H](C1)O)CC[C@@H]1C[C@@H](CC(O1)=O)O[Si](C)(C)C(C)(C)C)C ((4S,6R)-6-{(1S,2S,6S,8S,8aR)-2-[1,2,6,7,8,8a-hexahydro-6-t-butyldimethylsilyloxy-8-hydroxy-2-methyl-1-naphthyl]ethyl}tetrahydro-4-t-butyldimethylsilyloxy-2H-pyran-2-one). Product: [Si](C)(C)(C(C)(C)C)O[C@@H]1C=C2C=C[C@@H]([C@@H]([C@H]2[C@H](C1)OC(C(CCC)OC1=CC=CC=C1)=O)CC[C@@H]1C[C@H](CC(O1)=O)O[Si](C)(C)C(C)(C)C)C ((4R,6R)-6-([1S,2S,6S,8S,8aR]-2-{1,2,6,7,8,8a-Hexahydro-6-t-butyldimethylsilyloxy-8-[(2RS)-2-phenoxyvaleryloxy]-2-methyl-1-naphthyl}ethyl)tetrahydro-4-t-butyldimethylsilyloxy-2H-pyran-2-one). Yield: 101.5%. RXN SMILES: [O:1]([CH:8]([CH2:12][CH2:13][CH3:14])[C:9]([OH:11])=[O:10])[C:2]1[CH:7]=[CH:6][CH:5]=[CH:4][CH:3]=1.[Si:15]([O:22][C@H:23]1[CH2:32][C@H:31](O)[C@H:30]2[C:25]([CH:26]=[CH:27][C@H:28]([CH3:51])[C@@H:29]2[CH2:34][CH2:35][C@H:36]2[O:41][C:40](=[O:42])[CH2:39][C@@H:38]([O:43][Si:44]([C:47]([CH3:50])([CH3:49])[CH3:48])([CH3:46])[CH3:45])[CH2:37]2)=[CH:24]1)([C:18]([CH3:21])([CH3:20])[CH3:19])([CH3:17])[CH3:16]>>[Si:15]([O:22][C@H:23]1[CH2:32][C@H:31]([O:10][C:9](=[O:11])[CH:8]([O:1][C:2]2[CH:7]=[CH:6][CH:5]=[CH:4][CH:3]=2)[CH2:12][CH2:13][CH3:14])[C@H:30]2[C:25]([CH:26]=[CH:27][C@H:28]([CH3:51])[C@@H:29]2[CH2:34][CH2:35][C@H:36]2[O:41][C:40](=[O:42])[CH2:39][C@H:38]([O:43][Si:44]([C:47]([CH3:50])([CH3:49])[CH3:48])([CH3:45])[CH3:46])[CH2:37]2)=[CH:24]1)([C:18]([CH3:19])([CH3:20])[CH3:21])([CH3:17])[CH3:16]. Procedure: A procedure similar to that described in Example 10, above, was followed, but using 0.70 g of (2RS)-2-phenoxyvaleric acid and 1.0 g of (4S,6R)-6-{(1S,2S,6S,8S,8aR)-2-[1,2,6,7,8,8a-hexahydro-6-t-butyldimethylsilyloxy-8-hydroxy-2-methyl-1-naphthyl]ethyl}tetrahydro-4-t-butyldimethylsilyloxy-2H-pyran-2-one [prepared as described in Example B, above], to give 1.34 g of the title compound as a colorless foam. The reactants are C(C)(C)NC(C)C (diisopropylamine), C(CCC)[Li] (n-butyl lithium), C(C)[Si](CC)(CC)OC(CO[Si](CC)(CC)CC)=O (triethylsilyl-2-(triethylsiloxy)acetate), C(C)[Si](CC)(CC)Cl (triethylsilylchloride). The solvent is C1CCOC1 (THF), hexanes. Conditions: temperature -78 celsius, time 30 minute. Product: C(C)[Si](OC(CO[Si](CC)(CC)CC)O[Si](C)(C)C)(CC)CC (1,2-bis(triethylsilyloxy)-1-(trimethylsilyloxy)ethane). Reaction SMILES: C(NC(C)C)(C)C.C([Li])CCC.[CH2:13]([Si:15](Cl)([CH2:18][CH3:19])[CH2:16][CH3:17])[CH3:14].[CH2:21]([Si:23]([O:28][C:29](=[O:39])[CH2:30][O:31][Si:32]([CH2:37][CH3:38])([CH2:35][CH3:36])[CH2:33][CH3:34])([CH2:26]C)[CH2:24]C)C>C1COCC1>[CH2:13]([Si:15]([CH2:18][CH3:19])([CH2:16][CH3:17])[O:39][CH:29]([O:28][Si:23]([CH3:26])([CH3:24])[CH3:21])[CH2:30][O:31][Si:32]([CH2:37][CH3:38])([CH2:33][CH3:34])[CH2:35][CH3:36])[CH3:14]. Reported procedure: To a solution of diisopropylamine (15.5 mL, 0.11 mol) in THF (100 mL) at −78° C. was added a 1.6 M hexanes solution of n-butyl lithium (70 mL, 0.11 mol) over 15 minutes. After stirring for an additional 15 minutes at this temperature, triethylsilylchloride (16.7 mL, 0.1 mol) was added over 10 minutes followed by the addition of triethylsilyl-2-(triethylsiloxy)acetate (37.6 g, 0.1 mol) over 30 minutes. The reaction was stirred at −78° C. for 30 minutes and warmed to ambient temperature by removin... The product is C(C1=CC=CC=C1)ONC(=O)[C@@H](CN1C(N(C(C1=O)(C)C)C)=O)[C@H](C(=O)N1CCCCC1)CC1CCCC1 (1-[2(R)-[1(R)-(benzyloxycarbamoyl)-2-(3,4,4-trimethyl-2,5-dioxo-1-imidazolidinyl)ethyl]-3-cyclopentylpropionyl]piperidine). Run at time 20 minute. The solvent is C(Cl)Cl (methylene chloride), C(Cl)Cl (methylene chloride). Reactants: C(C)N1CCOCC1 (N-ethylmorpholine), Cl.C(C1=CC=CC=C1)ON (O-benzylhydroxylamine hydrochloride), C(C)N1CCOCC1 (N-ethylmorpholine), O.ON1N=NC2=C1C=CC=C2 (N-hydroxybenzotriazole hydrate), C(C)N=C=NCCCN(C)C (N-ethyl-N'-(3-dimethylaminopropyl)-carbodiimide), C(=O)(O)[C@@H](CN1C(N(C(C1=O)(C)C)C)=O)[C@H](C(=O)N1CCCCC1)CC1CCCC1 (1-[2(R)-[1(R)-carboxy-2-(3,4,4-trimethyl-2,5-dioxo-1-imidazolidinyl)ethyl]-3-cyclopentylpropionyl]piperidine). Isolated yield 73.1%. Reaction SMILES: C(N1CCOCC1)C.O.ON1C2C=CC=CC=2N=N1.C(N=C=NCCCN(C)C)C.[C:31]([C@H:34]([C@@H:46]([CH2:55][CH:56]1[CH2:60][CH2:59][CH2:58][CH2:57]1)[C:47]([N:49]1[CH2:54][CH2:53][CH2:52][CH2:51][CH2:50]1)=[O:48])[CH2:35][N:36]1[C:40](=[O:41])[C:39]([CH3:43])([CH3:42])[N:38]([CH3:44])[C:37]1=[O:45])(O)=[O:32].Cl.[CH2:62]([O:69][NH2:70])[C:63]1[CH:68]=[CH:67][CH:66]=[CH:65][CH:64]=1>C(Cl)Cl>[CH2:62]([O:69][NH:70][C:31]([C@H:34]([C@@H:46]([CH2:55][CH:56]1[CH2:57][CH2:58][CH2:59][CH2:60]1)[C:47]([N:49]1[CH2:50][CH2:51][CH2:52][CH2:53][CH2:54]1)=[O:48])[CH2:35][N:36]1[C:40](=[O:41])[C:39]([CH3:43])([CH3:42])[N:38]([CH3:44])[C:37]1=[O:45])=[O:32])[C:63]1[CH:68]=[CH:67][CH:66]=[CH:65][CH:64]=1 |f:1.2,5.6|. Procedure: 0.74 g of N-ethylmorpholine, 0.60 g of N-hydroxybenzotriazole hydrate and 0.75 g of N-ethyl-N'-(3-dimethylaminopropyl)-carbodiimide were added at 0° in succession to a solution of 1.38 g of 1-[2(R)-[1(R)-carboxy-2-(3,4,4-trimethyl-2,5-dioxo-1-imidazolidinyl)ethyl]-3-cyclopentylpropionyl]piperidine (IX) from Example 5 or 6 in 13 ml of methylene chloride and the mixture was stirred at 0° for 20 min. The reaction mixture was treated with 0.45 g of N-ethylmorpholine and 0.63 g of O-benzylhydroxylami...